Dataset: the Open Reaction Database (ORD), a public repository of structured organic reaction records. Task: describe an organic reaction: reactants, conditions, products, and yield Reactants: CO, Cc1cccc(C2CC2)c1O, Cl, [K+], c1ccc(Oc2ccccc2)cc1, [OH-], Oc1cc(Cl)nnc1Cl. Product: Cc1cccc(C2CC2)c1Oc1nnc(Cl)cc1O. As a reaction SMILES: [CH3:37][OH:38].[CH:10]1([c:13]2[c:14]([OH:20])[c:15]([CH3:19])[cH:16][cH:17][cH:18]2)[CH2:11][CH2:12]1.[ClH:36].[K+:35].[O:21]([c:22]1[cH:23][cH:24][cH:25][cH:26][cH:27]1)[c:28]1[cH:29][cH:30][cH:31][cH:32][cH:33]1.[OH-:34].[OH:1][c:2]1[c:3]([Cl:9])[n:4][n:5][c:6]([Cl:8])[cH:7]1>>[OH:1][c:2]1[c:3]([O:20][c:14]2[c:13]([CH:10]3[CH2:11][CH2:12]3)[cH:18][cH:17][cH:16][c:15]2[CH3:19])[n:4][n:5][c:6]([Cl:8])[cH:7]1. Starting materials: O (water), C([O-])([O-])=O.[K+].[K+] (potassium carbonate), IC (iodomethane), FC=1C(=CC(=C(C=O)C1)O)[N+](=O)[O-] (5-fluoro-2-hydroxy-4-nitro-benzaldehyde). The solvent is CN(C=O)C (dimethylformamide), CN(C=O)C (dimethylformamide). Run at time 3 hour. The product is FC=1C(=CC(=C(C=O)C1)OC)[N+](=O)[O-] (5-fluoro-2-methoxy-4-nitro-benzaldehyde). The yield is 94.5%. Reaction SMILES: [C:1](=[O:4])([O-])[O-].[K+].[K+].IC.[F:9][C:10]1[C:11]([N+:19]([O-:21])=[O:20])=[CH:12][C:13](O)=[C:14]([CH:17]=1)[CH:15]=[O:16].O>CN(C)C=O>[F:9][C:10]1[C:11]([N+:19]([O-:21])=[O:20])=[CH:12][C:13]([O:4][CH3:1])=[C:14]([CH:17]=1)[CH:15]=[O:16] |f:0.1.2|. Procedure: To a suspension of 0.524 g (3.80 mmole) of potassium carbonate, 0.5 mL of iodomethane and 8 mL of dimethylformamide was added, dropwise, a solution of 0.141 g (0.76 mmole) of 5-fluoro-2-hydroxy-4-nitro-benzaldehyde (IV.46b) in 1 mL of dimethylformamide. The resulting dark red solution was stirred at room temperature for 3 hours. The mixture was poured into 50 mL of water and extracted three times with 25 mL of ethyl acetate. The combined organic layers were washed three times with 25 mL of water... Reactants: OS(=O)(=O)[O-].[K+] (KHSO4), OC(C(=O)OCC)(C)C1=CC2=CC=C(C=C2C=C1)OC (ethyl 2-hydroxy-2-(6-methoxynaphth-2-yl)propionate), butylated hydroxytoluene. Run in C1(=CC=CC=C1)C (toluene). The product is COC=1C=C2C=CC(=CC2=CC1)C(C(=O)OCC)=C (ethyl 2-(6-methoxynaphth-2-yl)acrylate). The yield is 15678.2%. RXN SMILES: OS([O-])(=O)=O.[K+].O[C:8]([C:15]1[CH:24]=[CH:23][C:22]2[C:17](=[CH:18][CH:19]=[C:20]([O:25][CH3:26])[CH:21]=2)[CH:16]=1)([CH3:14])[C:9]([O:11][CH2:12][CH3:13])=[O:10]>C1(C)C=CC=CC=1>[CH3:26][O:25][C:20]1[CH:21]=[C:22]2[C:17](=[CH:18][CH:19]=1)[CH:16]=[C:15]([C:8](=[CH2:14])[C:9]([O:11][CH2:12][CH3:13])=[O:10])[CH:24]=[CH:23]2 |f:0.1|. Procedure details: A mixture of freshly fused KHSO4 (2,50 g, 18 mmol), ethyl 2-hydroxy-2-(6-methoxynaphth-2-yl)propionate (0,60 g, 2,19 mmol), butylated hydroxytoluene (0,007 g) and toluene was refluxed for 22 hours. The mixture was filtered hot and the residue was washed with hot dichloromethane (3×30 ml). The solvent was removed and the crude oil was submitted to flash chromatography on silica gel, giving ethyl 2-(6-methoxynaphth-2-yl)acrylate (0,088 g, 16%) as a white solid. Isolated yield 74.7%. Reaction conditions: temperature 0 celsius, time 10 minute. Reactants: BrC1=CC(=C(C=O)C=C1)F (4-bromo-2-fluorobenzaldehyde), C[Si](C)(C)C(F)(F)F (trimethylsilyl trifluoromethane), [F-].C(CCC)[N+](CCCC)(CCCC)CCCC (tetrabutylammonium fluoride). The solvent is O1CCCC1 (tetrahydrofuran). Reported procedure: To a 0° C. solution of 4-bromo-2-fluorobenzaldehyde (1.00 g, 4.93 mmol) in tetrahydrofuran (50 mL) was added trimethylsilyl trifluoromethane (0.77 mL, 4.9 mmol) dropwise over 5 minutes. The reaction was stirred at 0° C. for 10 minutes. Then tetrabutylammonium fluoride (0.49 mL, 0.49 mmol, 1 M in tetrahydrofuran) was slowly added and the reaction was allowed to gradually warm to room temperature and stir for 3 days. The reaction was concentrated and the residue was taken up in dichloromethane. Th... RXN SMILES: [Br:1][C:2]1[CH:9]=[CH:8][C:5]([CH:6]=[O:7])=[C:4]([F:10])[CH:3]=1.C[Si]([C:15]([F:18])([F:17])[F:16])(C)C.[F-].C([N+](CCCC)(CCCC)CCCC)CCC>O1CCCC1>[Br:1][C:2]1[CH:9]=[CH:8][C:5]([CH:6]([OH:7])[C:15]([F:18])([F:17])[F:16])=[C:4]([F:10])[CH:3]=1 |f:2.3|. The product is BrC1=CC(=C(C=C1)C(C(F)(F)F)O)F (1-(4-bromo-2-fluorophenyl)-2,2,2-trifluoroethanol).